Task: describe an organic reaction: reactants, conditions, products, and yield. Dataset: the Open Reaction Database (ORD), a public repository of structured organic reaction records The reactants are Cl.C(C)OC(=O)CN(C1=CC2=C(N(C(=N2)CC2=CC=C(C(=NC(=O)OCC)N)C=C2)C)C=C1)S(=O)(=O)C=1C=CC=C2C=CC=NC12 (4-[(5-(N-ethoxycarbonylmethyl-quinolin-8-yl-sulphonylamino)-1-methyl-1H-benzimidazol-2-yl)-methyl]-N'-ethyloxycarbonyl-benzamidine-hydrochloride), [OH-].[Na+] (sodium hydroxide). Run in C(C)O.O (ethanol water). Yields the product C(=O)(O)CN(C1=CC2=C(N(C(=N2)CC2=CC=C(C(=NC(=O)OCC)N)C=C2)C)C=C1)S(=O)(=O)C=1C=CC=C2C=CC=NC12 (4-[(5-(N-carboxymethyl-quinolin-8-yl-sulphonylamino)-1-methyl-1H-benzimidazol-2-yl)-methyl]-N'-ethyloxycarbonyl-benzamidine). Reaction SMILES: Cl.C([O:4][C:5]([CH2:7][N:8]([S:34]([C:37]1[CH:38]=[CH:39][CH:40]=[C:41]2[C:46]=1[N:45]=[CH:44][CH:43]=[CH:42]2)(=[O:36])=[O:35])[C:9]1[CH:33]=[CH:32][C:12]2[N:13]([CH3:31])[C:14]([CH2:16][C:17]3[CH:30]=[CH:29][C:20]([C:21]([NH2:28])=[N:22][C:23]([O:25][CH2:26][CH3:27])=[O:24])=[CH:19][CH:18]=3)=[N:15][C:11]=2[CH:10]=1)=[O:6])C.[OH-].[Na+]>C(O)C.O>[C:5]([CH2:7][N:8]([S:34]([C:37]1[CH:38]=[CH:39][CH:40]=[C:41]2[C:46]=1[N:45]=[CH:44][CH:43]=[CH:42]2)(=[O:36])=[O:35])[C:9]1[CH:33]=[CH:32][C:12]2[N:13]([CH3:31])[C:14]([CH2:16][C:17]3[CH:18]=[CH:19][C:20]([C:21]([NH2:28])=[N:22][C:23]([O:25][CH2:26][CH3:27])=[O:24])=[CH:29][CH:30]=3)=[N:15][C:11]=2[CH:10]=1)([OH:6])=[O:4] |f:0.1,2.3,4.5|. Procedure: Prepared analogously to Example 13 from 4-[(5-(N-ethoxycarbonylmethyl-quinolin-8-yl-sulphonylamino)-1-methyl-1H-benzimidazol-2-yl)-methyl]-N'-ethyloxycarbonyl-benzamidine-hydrochloride and sodium hydroxide in ethanol/water.